describe an organic reaction: reactants, conditions, products, and yield From a dataset of the Open Reaction Database (ORD), a public repository of structured organic reaction records. The reactants are C([O-])([O-])=O.[K+].[K+] (potassium carbonate), [I-].[K+] (potassium iodide), COC(NCCCl)=O (2-chloroethylcarbamic acid methyl ester), FC=1C=C(OC2=CC=C(C=C2)O)C=C(C1)F (4-(3,5-difluorophenoxy)-phenol). Run in CN(C=O)C (dimethylformamide). Yields the product COC(NCCOC1=CC=C(C=C1)OC1=CC(=CC(=C1)F)F)=O (2-[4-(3,5-difluorophenoxy)-phenoxy]-ethylcarbamic acid methyl ester). RXN SMILES: C(=O)([O-])[O-].[K+].[K+].[I-].[K+].[CH3:9][O:10][C:11](=[O:16])[NH:12][CH2:13][CH2:14]Cl.[F:17][C:18]1[CH:19]=[C:20]([CH:29]=[C:30]([F:32])[CH:31]=1)[O:21][C:22]1[CH:27]=[CH:26][C:25]([OH:28])=[CH:24][CH:23]=1>CN(C)C=O>[CH3:9][O:10][C:11](=[O:16])[NH:12][CH2:13][CH2:14][O:28][C:25]1[CH:24]=[CH:23][C:22]([O:21][C:20]2[CH:29]=[C:30]([F:32])[CH:31]=[C:18]([F:17])[CH:19]=2)=[CH:27][CH:26]=1 |f:0.1.2,3.4|. Procedure: 21.3 g of potassium carbonate powder, 1.5 g of finely powdered potassium iodide and 16 g of 2-chloroethylcarbamic acid methyl ester are added to a solution of 17.1 g of 4-(3,5-difluorophenoxy)-phenol in 100 ml of dimethylformamide, and the reaction mixture is heated at +95° C. for 15 hours. The reaction mixture is then cooled, poured onto ice-water and extracted repeatedly with ether. The combined ether phases are washed with water and dried over sodium sulfate. The solvent is distilled off comp... As a reaction SMILES: [CH3:1][c:2]1[n:3][c:4]2[c:5](-[c:16]3[c:17]([CH3:24])[cH:18][c:19]([CH3:23])[cH:20][c:21]3[CH3:22])[cH:6][cH:7][cH:8][c:9]2[c:10]([CH:12]([CH2:13][CH3:14])[NH2:15])[cH:11]1.[CH3:25][N:26]=[C:27]=[O:28].[Cl:29][CH:30]([Cl:31])[CH3:32]>>[CH3:1][c:2]1[n:3][c:4]2[c:5](-[c:16]3[c:17]([CH3:24])[cH:18][c:19]([CH3:23])[cH:20][c:21]3[CH3:22])[cH:6][cH:7][cH:8][c:9]2[c:10]([CH:12]([CH2:13][CH3:14])[NH:15][C:27]([NH:26][CH3:25])=[O:28])[cH:11]1. The product is CCC(NC(=O)NC)c1cc(C)nc2c(-c3c(C)cc(C)cc3C)cccc12. The reactants are CCC(N)c1cc(C)nc2c(-c3c(C)cc(C)cc3C)cccc12, CN=C=O, CC(Cl)Cl. The reactants are ClC1=NC2=CC=C(C=C2C(=C1C#N)C1=CC(=CC=C1)C(C)C)Cl (2,6-Dichloro-4-(3-isopropyl-phenyl)-quinoline-3-carbonitrile), C(C)NC (ethyl-methyl-amine). Yields the product ClC=1C=C2C(=C(C(=NC2=CC1)N(C)CC)C#N)C1=CC(=CC=C1)C(C)C (6-Chloro-2-(ethyl-methyl-amino)-4-(3-isopropyl-phenyl)-quinoline-3-carbonitrile). RXN SMILES: Cl[C:2]1[C:11]([C:12]#[N:13])=[C:10]([C:14]2[CH:19]=[CH:18][CH:17]=[C:16]([CH:20]([CH3:22])[CH3:21])[CH:15]=2)[C:9]2[C:4](=[CH:5][CH:6]=[C:7]([Cl:23])[CH:8]=2)[N:3]=1.[CH2:24]([NH:26][CH3:27])[CH3:25]>>[Cl:23][C:7]1[CH:8]=[C:9]2[C:4](=[CH:5][CH:6]=1)[N:3]=[C:2]([N:26]([CH2:24][CH3:25])[CH3:27])[C:11]([C:12]#[N:13])=[C:10]2[C:14]1[CH:19]=[CH:18][CH:17]=[C:16]([CH:20]([CH3:22])[CH3:21])[CH:15]=1. Procedure: The title compound was prepared in analogy to example 98 step E from 2,6-dichloro-4-(3-isopropyl-phenyl)-quinoline-3-carbonitrile (prepared as described in example 98 step D) and ethyl-methyl-amine. Light yellow oil. MS (ESI): 364.2 (M+H)+. Starting materials: CN(C)C=O, COc1cc2c(N)nc(Cl)nc2c(OC)c1OC, O=C1c2ccccc2CN1C1CCNCC1, [Na+], [Na+], O=C([O-])[O-]. Yields the product Cl, COc1cc2c(N)nc(N3CCC(N4Cc5ccccc5C4=O)CC3)nc2c(OC)c1OC. As a reaction SMILES: [CH3:41][N:42]([CH3:43])[CH:44]=[O:45].[NH2:1][c:2]1[n:3][c:4]([Cl:18])[n:5][c:6]2[c:7]([O:16][CH3:17])[c:8]([O:14][CH3:15])[c:9]([O:12][CH3:13])[cH:10][c:11]12.[NH:19]1[CH2:20][CH2:21][CH:22]([N:25]2[C:26](=[O:34])[c:27]3[cH:28][cH:29][cH:30][cH:31][c:32]3[CH2:33]2)[CH2:23][CH2:24]1.[Na+:35].[Na+:36].[O-:37][C:38](=[O:39])[O-:40]>>[ClH:18].[NH2:1][c:2]1[n:3][c:4]([N:19]2[CH2:20][CH2:21][CH:22]([N:25]3[C:26](=[O:34])[c:27]4[cH:28][cH:29][cH:30][cH:31][c:32]4[CH2:33]3)[CH2:23][CH2:24]2)[n:5][c:6]2[c:7]([O:16][CH3:17])[c:8]([O:14][CH3:15])[c:9]([O:12][CH3:13])[cH:10][c:11]12. Reactants: OC1=C(C(OC1=O)CCC(=O)O)C1=CC=CC=C1 (3-(4-hydroxy-5-oxo-3-phenyl-2,5-dihydro-2-furyl)propionic acid), S(O)(O)(=O)=O (sulfuric acid), C(C)O (ethanol). Run at time 2.5 hour. Product: OC1=C(C(OC1=O)CCC(=O)OCC)C1=CC=CC=C1 (ethyl 3-(4-hydroxy-5-oxo-3-phenyl2,5-dihydro-2-furyl)propionate). RXN SMILES: [OH:1][C:2]1[C:6](=[O:7])[O:5][CH:4]([CH2:8][CH2:9][C:10]([OH:12])=[O:11])[C:3]=1[C:13]1[CH:18]=[CH:17][CH:16]=[CH:15][CH:14]=1.S(=O)(=O)(O)O.[CH2:24](O)[CH3:25]>>[OH:1][C:2]1[C:6](=[O:7])[O:5][CH:4]([CH2:8][CH2:9][C:10]([O:12][CH2:24][CH3:25])=[O:11])[C:3]=1[C:13]1[CH:18]=[CH:17][CH:16]=[CH:15][CH:14]=1. Procedure: To a solution of 3-(4-hydroxy-5-oxo-3-phenyl-2,5-dihydro-2-furyl)propionic acid (80 g) in ethanol (3.2 () was added dropwise conc. sulfuric acid (160 ml) over a period of 0.5 hour and the mixture was stirred for 2.5 hours at ambient temperature. Evaporation of ethanol gave a residue which was poured into ice-cold water (2.4 () and extracted with chloroform. The extract was washed with water and brine successively and evaporated to dryness to give ethyl 3-(4-hydroxy-5-oxo-3-phenyl2,5-dihydro-2-fu... Reactants: C(C)(C)C=1C=C(OC2=CC3=C(N(C(N(C3=O)CCCOC3OCCCC3)=O)C)N=C2)C=CC1 (6-(3-isopropylphenoxy)-1-methyl-3-(3-(tetrahydro-2H-pyran-2-yloxy)propyl)pyrido[2,3-d]pyrimidine-2,4(1H,3H)-dione), [Li+].CC(C)[N-]C(C)C (LDA), C(C1=CC=CC=C1)=O (benzaldehyde). Run in C1CCOC1 (THF), C1CCOC1 (THF). Conditions: temperature -78 celsius, time 1 hour. The product is OC(C1=C(C=NC=2N(C(N(C(C21)=O)CCCOC2OCCCC2)=O)C)OC2=CC(=CC=C2)C(C)C)C2=CC=CC=C2 (5-(hydroxy(phenyl)methyl)-6-(3-isopropylphenoxy)-1-methyl-3-(3-(tetrahydro-2H-pyran-2-yloxy)propyl)pyrido[2,3-d]pyrimidine-2,4(1H,3H)-dione). Yield: 42.9%. RXN SMILES: [CH:1]([C:4]1[CH:5]=[C:6]([CH:31]=[CH:32][CH:33]=1)[O:7][C:8]1[CH:30]=[N:29][C:11]2[N:12]([CH3:28])[C:13](=[O:27])[N:14]([CH2:17][CH2:18][CH2:19][O:20][CH:21]3[CH2:26][CH2:25][CH2:24][CH2:23][O:22]3)[C:15](=[O:16])[C:10]=2[CH:9]=1)([CH3:3])[CH3:2].[Li+].CC([N-]C(C)C)C.[CH:42](=[O:49])[C:43]1[CH:48]=[CH:47][CH:46]=[CH:45][CH:44]=1>C1COCC1>[OH:49][CH:42]([C:43]1[CH:48]=[CH:47][CH:46]=[CH:45][CH:44]=1)[C:9]1[C:10]2[C:15](=[O:16])[N:14]([CH2:17][CH2:18][CH2:19][O:20][CH:21]3[CH2:26][CH2:25][CH2:24][CH2:23][O:22]3)[C:13](=[O:27])[N:12]([CH3:28])[C:11]=2[N:29]=[CH:30][C:8]=1[O:7][C:6]1[CH:31]=[CH:32][CH:33]=[C:4]([CH:1]([CH3:3])[CH3:2])[CH:5]=1 |f:1.2|. Procedure: To a solution of 6-(3-isopropylphenoxy)-1-methyl-3-(3-(tetrahydro-2H-pyran-2-yloxy)propyl)pyrido[2,3-d]pyrimidine-2,4(1H,3H)-dione (220 mg, 0.50 mmol) in THF (10 mL) at −78° C. was added LDA (2.0 M in THF, 1.25 mL, 2.50 mmol) dropwise. The reaction was stirred at −78° C. for 1 h then a solution of benzaldehyde (106 mg, 1.00 mmol) in THF (2 mL) was added dropwise. The reaction was stirred at −78° C. for 1 h, quenched with aq. NH4Cl (10 mL) then diluted with EA (20 mL) and water (20 mL). The organ...